This data is from the Open Reaction Database (ORD), a public repository of structured organic reaction records. The task is: describe an organic reaction: reactants, conditions, products, and yield The reactants are NC=1C=C2C(=CNC2=CC1)C1CCN(CC1)C (5-amino-3-(1-methylpiperidin-4-yl)-1H-indole), [N+](=O)([O-])C1=CC=C(C(=O)O)C=C1 (4-nitrobenzoic acid). The product is [N+](=O)([O-])C1=CC=C(C(=O)NC=2C=C3C(=CNC3=CC2)C2CCN(CC2)C)C=C1 (5-(4-nitrobenzoyl)amino-3-(1-methylpiperidin-4-yl)-1H-indole). Isolated yield 41.9%. Reaction SMILES: [NH2:1][C:2]1[CH:3]=[C:4]2[C:8](=[CH:9][CH:10]=1)[NH:7][CH:6]=[C:5]2[CH:11]1[CH2:16][CH2:15][N:14]([CH3:17])[CH2:13][CH2:12]1.[N+:18]([C:21]1[CH:29]=[CH:28][C:24]([C:25](O)=[O:26])=[CH:23][CH:22]=1)([O-:20])=[O:19]>>[N+:18]([C:21]1[CH:22]=[CH:23][C:24]([C:25]([NH:1][C:2]2[CH:3]=[C:4]3[C:8](=[CH:9][CH:10]=2)[NH:7][CH:6]=[C:5]3[CH:11]2[CH2:16][CH2:15][N:14]([CH3:17])[CH2:13][CH2:12]2)=[O:26])=[CH:28][CH:29]=1)([O-:20])=[O:19]. Reported procedure: Beginning with 20.0 mg (0.087 mMol) 5-amino-3-(1-methylpiperidin-4-yl)-1H-indole and 44.0 mg (0.131 mMol) 4-nitrobenzoic acid, 13.8 mg (41.8%) of the title compound were recovered. Reactants: CCOC(=O)CCCOc1cc(CCCOC)cc(CN(C(=O)C2CNCCC2c2ccc(OCCOc3c(Cl)cc(C)cc3Cl)cc2)C2CC2)c1, [Na]. The product is COCCCc1cc(CN(C(=O)C2CNCCC2c2ccc(OCCOc3c(Cl)cc(C)cc3Cl)cc2)C2CC2)cc(OCCCC(=O)O)c1. As a reaction SMILES: [CH:1]1([N:4]([C:5](=[O:6])[CH:7]2[CH2:8][NH:9][CH2:10][CH2:11][CH:12]2[c:13]2[cH:14][cH:15][c:16]([O:19][CH2:20][CH2:21][O:22][c:23]3[c:24]([Cl:31])[cH:25][c:26]([CH3:30])[cH:27][c:28]3[Cl:29])[cH:17][cH:18]2)[CH2:32][c:33]2[cH:34][c:35]([O:36][CH2:37][CH2:38][CH2:39][C:40](=[O:41])[O:42][CH2:43][CH3:44])[cH:45][c:46]([CH2:48][CH2:49][CH2:50][O:51][CH3:52])[cH:47]2)[CH2:2][CH2:3]1.[Na:53]>>[CH:1]1([N:4]([C:5](=[O:6])[CH:7]2[CH2:8][NH:9][CH2:10][CH2:11][CH:12]2[c:13]2[cH:14][cH:15][c:16]([O:19][CH2:20][CH2:21][O:22][c:23]3[c:24]([Cl:31])[cH:25][c:26]([CH3:30])[cH:27][c:28]3[Cl:29])[cH:17][cH:18]2)[CH2:32][c:33]2[cH:34][c:35]([O:36][CH2:37][CH2:38][CH2:39][C:40](=[O:41])[OH:42])[cH:45][c:46]([CH2:48][CH2:49][CH2:50][O:51][CH3:52])[cH:47]2)[CH2:2][CH2:3]1. Reactants: [Na] (sodium), O1COC2=C1C=CC(=C2)C=2C(=NN(C2NS(=O)(=O)C2=CC=C(C=C2)C(C(=O)OCC)(C)C)C)OCC2CC2 (ethyl 2-{4-[([4-(1,3-benzodioxol-5-yl)-3-(cyclopropylmethoxy)-1-methyl-1H-pyrazol-5-yl]amino)sulfonyl]phenyl}-2-methylpropanoate), 50C. The solvent is CO.O.O1CCCC1 (methanol water tetrahydrofuran). The product is O1COC2=C1C=CC(=C2)C=2C(=NN(C2NS(=O)(=O)C2=CC=C(C=C2)C(C(=O)O)(C)C)C)OCC2CC2 (2-[4-({[4-(1,3-benzodioxol-5-yl)-3-(cyclopropylmethoxy)-1-methyl-1H-pyrazol-5-yl]amino}sulfonyl)phenyl]-2-methylpropanoic acid). Yield: 36.6%. RXN SMILES: [Na].[O:2]1[C:6]2[CH:7]=[CH:8][C:9]([C:11]3[C:12]([O:35][CH2:36][CH:37]4[CH2:39][CH2:38]4)=[N:13][N:14]([CH3:34])[C:15]=3[NH:16][S:17]([C:20]3[CH:25]=[CH:24][C:23]([C:26]([CH3:33])([CH3:32])[C:27]([O:29]CC)=[O:28])=[CH:22][CH:21]=3)(=[O:19])=[O:18])=[CH:10][C:5]=2[O:4][CH2:3]1>CO.O.O1CCCC1>[O:2]1[C:6]2[CH:7]=[CH:8][C:9]([C:11]3[C:12]([O:35][CH2:36][CH:37]4[CH2:39][CH2:38]4)=[N:13][N:14]([CH3:34])[C:15]=3[NH:16][S:17]([C:20]3[CH:25]=[CH:24][C:23]([C:26]([CH3:33])([CH3:32])[C:27]([OH:29])=[O:28])=[CH:22][CH:21]=3)(=[O:18])=[O:19])=[CH:10][C:5]=2[O:4][CH2:3]1 |f:2.3.4,^1:0|. Procedure: An aqueous solution of sodium hydroxyde (2N, 1 ml) was slowly added to a solution of ethyl 2-{4-[([4-(1,3-benzodioxol-5-yl)-3-(cyclopropylmethoxy)-1-methyl-1H-pyrazol-5-yl]amino)sulfonyl]phenyl}-2-methylpropanoate (Example 75) (83 mg) in a mixture of methanol:water:tetrahydrofuran (1:1:1) (6 ml) and the reaction was heated to 50C for 24 h. The reaction was quenched by the addition of a saturated aqueous solution of ammonium chloride (8 ml) and extracted with dichloromethane (3×8 ml). The organic... Yields the product CN(C)CCS(=O)(=O)Cc1ccc2sc(S(N)(=O)=O)cc2c1. Reaction SMILES: [CH3:1][N:2]([CH2:3][CH2:4][S:5][CH2:6][c:7]1[cH:8][c:9]2[c:10]([s:11][c:12]([S:14]([NH2:15])(=[O:16])=[O:17])[cH:13]2)[cH:18][cH:19]1)[CH3:20].[Na+:25].[O-:21][C:22]([OH:23])=[O:24].[OH2:26]>>[CH3:1][N:2]([CH2:3][CH2:4][S:5]([CH2:6][c:7]1[cH:8][c:9]2[c:10]([s:11][c:12]([S:14]([NH2:15])(=[O:16])=[O:17])[cH:13]2)[cH:18][cH:19]1)(=[O:21])=[O:26])[CH3:20]. Starting materials: CN(C)CCSCc1ccc2sc(S(N)(=O)=O)cc2c1, [Na+], O=C([O-])O, O. The reactants are ClC1=CC(=CC=2C(=NC(C(NC21)=O)(C)C)C2=C(C=CC=C2)F)[N+](=O)[O-] (9-chloro-5-(o-fluorophenyl)-1,3-dihydro-3,3-dimethyl-7-nitro-2H-1,4-benzodiazepin-2-one), ClC1=CC(=CC=2C(=NC(C(NC21)=O)(C)C)C2=C(C=CC=C2)Cl)[N+](=O)[O-] (9-chloro-5-(o-chlorophenyl)-1,3-dihydro-3,3-dimethyl-7-nitro-2H-1,4-benzodiazepin-2-one). The solvent is CCOCC.CCCCCC (ether n-hexane). The product is ClC1=C(C=CC=C1)C1=NC(C(NC2=C1C=C(C=C2)[N+](=O)[O-])=O)(C)C (5-(o-chlorophenyl)-1,3-dihydro-3,3-dimethyl-7-nitro-2H-1,4-benzodiazepin-2-one). As a reaction SMILES: ClC1C2NC(=O)C(C)(C)N=C(C3C=CC=CC=3F)C=2C=C([N+]([O-])=O)C=1.Cl[C:27]1[C:37]2[NH:36][C:35](=[O:38])[C:34]([CH3:40])([CH3:39])[N:33]=[C:32]([C:41]3[CH:46]=[CH:45][CH:44]=[CH:43][C:42]=3[Cl:47])[C:31]=2[CH:30]=[C:29]([N+:48]([O-:50])=[O:49])[CH:28]=1>CCOCC.CCCCCC>[Cl:47][C:42]1[CH:43]=[CH:44][CH:45]=[CH:46][C:41]=1[C:32]1[C:31]2[CH:30]=[C:29]([N+:48]([O-:50])=[O:49])[CH:28]=[CH:27][C:37]=2[NH:36][C:35](=[O:38])[C:34]([CH3:40])([CH3:39])[N:33]=1 |f:2.3|. Procedure: From 10 g (0.029 mol) of 5-(o-chlorophenyl)-1,3-dihydro-3,3-dimethyl-7-nitro-2H-1,4-benzodiazepin-2-one there is obtained, in analogy to the details in paragraph (a) of Example 13, 9-chloro-5-(o-chlorophenyl)-1,3-dihydro-3,3-dimethyl-7-nitro-2H-1,4-benzodiazepin-2-one of melting point 105° (ether/n-hexane). Reactants: O=C1c2ccccc2C(=O)N1C1CCC(O)CC1, ClC(Cl)Cl, [K+], [K+], O=[Cr](=O)([O-])O[Cr](=O)(=O)[O-], O, O=S(=O)(O)O. Product: O=C1CCC(N2C(=O)c3ccccc3C2=O)CC1. As a reaction SMILES: [C:1]1(=[O:18])[c:2]2[c:3]([cH:14][cH:15][cH:16][cH:17]2)[C:4](=[O:13])[N:5]1[CH:6]1[CH2:7][CH2:8][CH:9]([OH:12])[CH2:10][CH2:11]1.[CH:36]([Cl:37])([Cl:38])[Cl:39].[K+:25].[K+:26].[O-:27][Cr:28]([O:29][Cr:30](=[O:31])(=[O:32])[O-:33])(=[O:34])=[O:35].[OH2:19].[S:20](=[O:21])(=[O:22])([OH:23])[OH:24]>>[C:1]1(=[O:18])[c:2]2[c:3]([cH:14][cH:15][cH:16][cH:17]2)[C:4](=[O:13])[N:5]1[CH:6]1[CH2:7][CH2:8][C:9](=[O:12])[CH2:10][CH2:11]1. Reactants: ClCCl, COc1ccc(CC(=O)O)c(OC)c1OC, C(=NC1CCCCC1)=NC1CCCCC1, CSC(=S)N1CCNCC1. Yields the product COc1ccc(CC(=O)N2CCN(C(=S)SC)CC2)c(OC)c1OC. RXN SMILES: [CH2:42]([Cl:43])[Cl:44].[CH3:1][O:2][c:3]1[c:4]([CH2:13][C:14](=[O:15])[OH:16])[cH:5][cH:6][c:7]([O:11][CH3:12])[c:8]1[O:9][CH3:10].[CH:27]1([N:28]=[C:29]=[N:30][CH:31]2[CH2:32][CH2:33][CH2:34][CH2:35][CH2:36]2)[CH2:37][CH2:38][CH2:39][CH2:40][CH2:41]1.[N:17]1([C:23](=[S:24])[S:25][CH3:26])[CH2:18][CH2:19][NH:20][CH2:21][CH2:22]1>>[CH3:1][O:2][c:3]1[c:4]([CH2:13][C:14](=[O:16])[N:20]2[CH2:19][CH2:18][N:17]([C:23](=[S:24])[S:25][CH3:26])[CH2:22][CH2:21]2)[cH:5][cH:6][c:7]([O:11][CH3:12])[c:8]1[O:9][CH3:10].